From a dataset of the Open Reaction Database (ORD), a public repository of structured organic reaction records. describe an organic reaction: reactants, conditions, products, and yield Starting materials: ClC=1C=C2C(C(=NN(C2=CC1)C)S(=O)C)=O (6-chloro-1-methyl-3-(methylsulfinyl)-4(1H) cinnolinone), C(C)(=O)OC(C)=O (acetic anhydride). Run at time 8 hour. Yields the product C(C)(=O)OCSC1=NN(C2=CC=C(C=C2C1=O)Cl)C ([(6-Chloro-1,4-dihydro-1-methyl-4-oxo-3-cinnolinyl)thio]methanol acetate). As a reaction SMILES: [Cl:1][C:2]1[CH:3]=[C:4]2[C:9](=[CH:10][CH:11]=1)[N:8]([CH3:12])[N:7]=[C:6]([S:13]([CH3:15])=O)[C:5]2=[O:16].[C:17]([O:20]C(=O)C)(=[O:19])[CH3:18]>>[C:17]([O:20][CH2:15][S:13][C:6]1[C:5](=[O:16])[C:4]2[C:9](=[CH:10][CH:11]=[C:2]([Cl:1])[CH:3]=2)[N:8]([CH3:12])[N:7]=1)(=[O:19])[CH3:18]. Procedure: A mixture of 8 g of 6-chloro-1-methyl-3-(methylsulfinyl)-4(1H) cinnolinone and 30 ml of acetic anhydride was refluxed for 21/2 hrs. The resulting solution was allowed to stand at room temperature overnight. The crystalline precipitate was filtered off, washed with Skelly B, and recrystallized from CH3CN, mp. 191°-92°; yield 6 g (65%). Starting materials: NC=1SC=C(N1)CC(=O)OCC (ethyl 2-(2-aminothiazol-4-yl)acetate), C(C)(=O)OC(C)=O (acetic anhydride), N=C1SC=C(N1)CC(=O)OCC (ethyl 2-(2-imino-2,3-dihydrothiazol-4-yl)acetate). Reaction conditions: time 1 hour. Reported procedure: To acetic anhydride (384 ml.) was added dropwise formic acid (169.2 ml.) over 15 to 20 minutes under cooling below 35° C., and the mixture was stirred for 1 hour at 55° to 60° C. To the mixture was added ethyl 2-(2-aminothiazol-4-yl)acetate, which can be represented as ethyl 2-(2-imino-2,3-dihydrothiazol-4-yl)acetate, (506 g.) over 15 to 20 minutes under ice-cooling and stirring, and then the mixture was stirred for 1 hour at room temperature. After the reaction, the solvents were distilled off.... Product: C(=O)NC=1SC=C(N1)CC(=O)OCC (ethyl 2-(2-formylaminothiazol-4-yl)acetate). RXN SMILES: [C:1](OC(=O)C)(=[O:3])C.[NH2:8][C:9]1[S:10][CH:11]=[C:12]([CH2:14][C:15]([O:17][CH2:18][CH3:19])=[O:16])[N:13]=1>C(O)=O>[CH:1]([NH:8][C:9]1[S:10][CH:11]=[C:12]([CH2:14][C:15]([O:17][CH2:18][CH3:19])=[O:16])[N:13]=1)=[O:3]. The solvent is C(=O)O (formic acid).